This data is from the Open Reaction Database (ORD), a public repository of structured organic reaction records. The task is: describe an organic reaction: reactants, conditions, products, and yield Starting materials: O=C(Cl)C(=O)Cl, CCN(C(C)C)C(C)C, CCOC(C)=O, CCOC(=O)C1CCOc2cc(Oc3ccc(C(=O)O)cc3)c(Cl)cc21, ClCCl, NC(CO)Cc1ccc(Cl)cc1, CN(C)C=O. The product is CCOC(=O)C1CCOc2cc(Oc3ccc(C(=O)NC(CO)Cc4ccc(Cl)cc4)cc3)c(Cl)cc21. As a reaction SMILES: [C:27]([Cl:28])(=[O:29])[C:30]([Cl:31])=[O:32].[CH2:33]([N:34]([CH:35]([CH3:36])[CH3:37])[CH:38]([CH3:39])[CH3:40])[CH3:41].[CH3:62][CH2:63][O:64][C:65]([CH3:66])=[O:67].[Cl:1][c:2]1[cH:3][c:4]2[c:9]([cH:10][c:11]1[O:12][c:13]1[cH:14][cH:15][c:16]([C:17](=[O:18])[OH:19])[cH:20][cH:21]1)[O:8][CH2:7][CH2:6][CH:5]2[C:22](=[O:23])[O:24][CH2:25][CH3:26].[Cl:54][CH2:55][Cl:56].[NH2:42][CH:43]([CH2:44][OH:45])[CH2:46][c:47]1[cH:48][cH:49][c:50]([Cl:53])[cH:51][cH:52]1.[O:57]=[CH:58][N:59]([CH3:60])[CH3:61]>>[Cl:1][c:2]1[cH:3][c:4]2[c:9]([cH:10][c:11]1[O:12][c:13]1[cH:14][cH:15][c:16]([C:17](=[O:19])[NH:42][CH:43]([CH2:44][OH:45])[CH2:46][c:47]3[cH:48][cH:49][c:50]([Cl:53])[cH:51][cH:52]3)[cH:20][cH:21]1)[O:8][CH2:7][CH2:6][CH:5]2[C:22](=[O:23])[O:24][CH2:25][CH3:26].